Task: describe an organic reaction: reactants, conditions, products, and yield. Dataset: the Open Reaction Database (ORD), a public repository of structured organic reaction records The reactants are [Al+3], [H-], [H-], [H-], [H-], [Li+], CCOC(=O)C1CCCN(C(=O)OC(C)(C)C)C1, [Na+], [Na+], [Na+], O=S(=O)([O-])[O-], C1CCOC1, [OH-], O. Product: CC(C)(C)OC(=O)N1CCCC(CO)C1. As a reaction SMILES: [Al+3:2].[H-:1].[H-:4].[H-:5].[H-:6].[Li+:3].[N:7]1([C:18](=[O:19])[O:20][C:21]([CH3:22])([CH3:23])[CH3:24])[CH2:8][CH:9]([C:13](=[O:14])[O:15][CH2:16][CH3:17])[CH2:10][CH2:11][CH2:12]1.[Na+:26].[Na+:27].[Na+:28].[O-:29][S:30](=[O:31])(=[O:32])[O-:33].[O:34]1[CH2:35][CH2:36][CH2:37][CH2:38]1.[OH-:25].[OH2:39]>>[N:7]1([C:18](=[O:19])[O:20][C:21]([CH3:22])([CH3:23])[CH3:24])[CH2:8][CH:9]([CH2:13][OH:14])[CH2:10][CH2:11][CH2:12]1. Reactants: CC1=C(C(C2=C(N1)COC2=O)C2=C(SC=C2)CC2=CC=CC=C2)C(=O)OCC ((-)-ethyl 2-methyl-4-(2-benzylthiophenyl)-5-oxo-1,4,5,7-tetrahydro-furo[3,4-b]pyridine-3-carboxylate), N(=O)[O-].[Na+] (NaNO2). The solvent is C(C)(=O)O (acetic acid). Product: CC1=C(C(=C2C(=N1)COC2=O)C2=C(SC=C2)CC2=CC=CC=C2)C(=O)OCC ((+)-ethyl 2-methyl-4-(2-benzylthiophenyl)-5-oxo-5,7-dihydrofuro[3,4-b]pyridine-3-carboxylate). Yield: 84.0%. Reaction SMILES: [CH3:1][C:2]1[NH:7][C:6]2[CH2:8][O:9][C:10](=[O:11])[C:5]=2[CH:4]([C:12]2[CH:16]=[CH:15][S:14][C:13]=2[CH2:17][C:18]2[CH:23]=[CH:22][CH:21]=[CH:20][CH:19]=2)[C:3]=1[C:24]([O:26][CH2:27][CH3:28])=[O:25].N([O-])=O.[Na+]>C(O)(=O)C>[CH3:1][C:2]1[N:7]=[C:6]2[CH2:8][O:9][C:10](=[O:11])[C:5]2=[C:4]([C:12]2[CH:16]=[CH:15][S:14][C:13]=2[CH2:17][C:18]2[CH:23]=[CH:22][CH:21]=[CH:20][CH:19]=2)[C:3]=1[C:24]([O:26][CH2:27][CH3:28])=[O:25] |f:1.2|. Procedure: 0.5 g of (-)-ethyl 2-methyl-4-(2-benzylthiophenyl)-5-oxo-1,4,5,7-tetrahydro-furo[3,4-b]pyridine-3-carboxylate are dissolved in 15 ml of glacial acetic acid. In the course of 10 min, 0.5 g of NaNO2 is added to the solution which is situated in an 18×180 mm test tube, nitrous gases bubbling through the solution. The batch is then immediately poured into a solution of 25 g of K2HPO4 in 50 ml of water, stirred, extracted with ethyl acetate and chromatographed on silica gel. 418 mg (84% of theory) of... Starting materials: C(#N)C1=C(C=CC=C1)C1=NC(=C(C(=O)NCC2N(CCC2)C(CCCNC(OC(C)(C)C)=O)=O)C=C1)NCCC1=CC(=CC=C1)F (tert-butyl 4-(2-((6-(2-cyanophenyl)-2-(3-fluorophenethylamino)nicotinamido)methyl)pyrrolidin-1-yl)-4-oxobutylcarbamate), Cl (HCl). Solvent: CO (MeOH). Run at time 2 hour. Yields the product NCCCC(=O)N1C(CCC1)CNC(C1=C(N=C(C=C1)C1=C(C=CC=C1)C#N)NCCC1=CC(=CC=C1)F)=O (N-((1-(4-aminobutanoyl)pyrrolidin-2-yl)methyl)-6-(2-cyanophenyl)-2-(3-fluorophenethylamino)nicotinamide). Isolated yield 98.2%. As a reaction SMILES: [C:1]([C:3]1[CH:8]=[CH:7][CH:6]=[CH:5][C:4]=1[C:9]1[CH:36]=[CH:35][C:12]([C:13]([NH:15][CH2:16][CH:17]2[CH2:21][CH2:20][CH2:19][N:18]2[C:22](=[O:34])[CH2:23][CH2:24][CH2:25][NH:26]C(=O)OC(C)(C)C)=[O:14])=[C:11]([NH:37][CH2:38][CH2:39][C:40]2[CH:45]=[CH:44][CH:43]=[C:42]([F:46])[CH:41]=2)[N:10]=1)#[N:2].Cl>CO>[NH2:26][CH2:25][CH2:24][CH2:23][C:22]([N:18]1[CH2:19][CH2:20][CH2:21][CH:17]1[CH2:16][NH:15][C:13](=[O:14])[C:12]1[CH:35]=[CH:36][C:9]([C:4]2[CH:5]=[CH:6][CH:7]=[CH:8][C:3]=2[C:1]#[N:2])=[N:10][C:11]=1[NH:37][CH2:38][CH2:39][C:40]1[CH:45]=[CH:44][CH:43]=[C:42]([F:46])[CH:41]=1)=[O:34]. Reported procedure: To a solution of tert-butyl 4-(2-((6-(2-cyanophenyl)-2-(3-fluorophenethylamino)nicotinamido)methyl)pyrrolidin-1-yl)-4-oxobutylcarbamate (71 mg, 0.11 mmol) in MeOH (5.0 mL) was added HCl (1.0 mL, 4 mmol, 4 M in dioxane). The reaction mixture was stirred at r.t. for 2 h. LC/MS indicated the reaction was complete. The reaction mixture was concentrated under reduced pressure and the crude was purified on RP-HPLC using a mixture of acetonitrile (0.1% TFA) and water (0.1% TFA) to give N-((1-(4-aminobu... Reactants: NCC1=CC=CC(=N1)OC1CCN(CC1)C(=O)OC(C)(C)C (tert-butyl 4-{[6-(aminomethyl)pyridin-2-yl]oxy}piperidine-1-carboxylate), COC(=O)C=1SC(=CC1N=CN(C)C)C1=CC=C(C=C1)Cl (5-(4-chloro-phenyl)-3-(dimethylamino-methyleneamino)-thiophene-2-carboxylic acid methyl ester). The product is ClC1=CC=C(C=C1)C1=CC=2N=CN(C(C2S1)=O)CC1=CC=CC(=N1)OC1CCN(CC1)C(=O)OC(C)(C)C (tert-Butyl 4-[(6-{[6-(4-chlorophenyl)-4-oxothieno[3,2-d]pyrimidin-3(4H)-yl]methyl}pyridin-2-yl)oxy]piperidine-1-carboxylate). As a reaction SMILES: [NH2:1][CH2:2][C:3]1[N:8]=[C:7]([O:9][CH:10]2[CH2:15][CH2:14][N:13]([C:16]([O:18][C:19]([CH3:22])([CH3:21])[CH3:20])=[O:17])[CH2:12][CH2:11]2)[CH:6]=[CH:5][CH:4]=1.C[O:24][C:25]([C:27]1[S:28][C:29]([C:37]2[CH:42]=[CH:41][C:40]([Cl:43])=[CH:39][CH:38]=2)=[CH:30][C:31]=1[N:32]=[CH:33]N(C)C)=O>>[Cl:43][C:40]1[CH:39]=[CH:38][C:37]([C:29]2[S:28][C:27]3[C:25](=[O:24])[N:1]([CH2:2][C:3]4[N:8]=[C:7]([O:9][CH:10]5[CH2:11][CH2:12][N:13]([C:16]([O:18][C:19]([CH3:22])([CH3:21])[CH3:20])=[O:17])[CH2:14][CH2:15]5)[CH:6]=[CH:5][CH:4]=4)[CH:33]=[N:32][C:31]=3[CH:30]=2)=[CH:42][CH:41]=1. Procedure: Prepared from tert-butyl 4-{[6-(aminomethyl)pyridin-2-yl]oxy}piperidine-1-carboxylate (629 mg, 2.05 mmol) and 5-(4-chloro-phenyl)-3-(dimethylamino-methyleneamino)-thiophene-2-carboxylic acid methyl ester (662 mg, 2.05 mmol) according to the procedure in Example 14c. Purification by silica gel flash chromatography using a 40+M Biotage column with a gradient of 10-100% EtOAc in heptane yielded the title compound as a colorless solid. Yield: 679 mg (60%). 1H NMR (400 MHz, CDCl3) δ 8.27 (s, 1H), 7.6... The reactants are CCO, N#CCC1CCc2[nH]c3ccc(F)cc3c2C1, N, [Rh]. Yields the product NCCC1CCc2[nH]c3ccc(F)cc3c2C1. Reaction SMILES: [CH3:19][CH2:20][OH:21].[F:1][c:2]1[cH:3][c:4]2[c:5]3[c:10]([nH:11][c:12]2[cH:13][cH:14]1)[CH2:9][CH2:8][CH:7]([CH2:15][C:16]#[N:17])[CH2:6]3.[NH3:18].[Rh:22]>>[F:1][c:2]1[cH:3][c:4]2[c:5]3[c:10]([nH:11][c:12]2[cH:13][cH:14]1)[CH2:9][CH2:8][CH:7]([CH2:15][CH2:16][NH2:17])[CH2:6]3. The reactants are ClC1=CC(=C(C(=O)N([C@H]2CN(CCC2)C(=O)OC(C)(C)C)C(C)C)C=C1[N+](=O)[O-])C (tert-butyl (3R)-3-[(4-chloro-2-methyl-5-nitrobenzoyl)(isopropyl)amino]-piperidine-1-carboxylate), C([O-])([O-])=O.[K+].[K+] (potassium carbonate), [Br-].[Mg+2].[Br-] (magnesium bromide), [S-2].[Li+].[Li+] (lithium sulfide), BrC(C(=O)OCCCCCCCC)(C)C (octyl 2-bromoisobutyrate). The solvent is CS(=O)C (dimethylsulfoxide). Reaction conditions: temperature 60 celsius, time 1 hour. Yields the product CC(C(=O)OCCCCCCCC)(C)SC1=CC(=C(C(=O)N([C@H]2CN(CCC2)C(=O)OC(C)(C)C)C(C)C)C=C1[N+](=O)[O-])C (tert-Butyl (3R)-3-[(4-{[1,1-dimethyl-2-(octyloxy)-2-oxoethyl]thio}-2-methyl-5-nitrobenzoyl)(isopropyl)amino]piperidine-1-carboxylate). Isolated yield 67.8%. RXN SMILES: Cl[C:2]1[C:26]([N+:27]([O-:29])=[O:28])=[CH:25][C:5]([C:6]([N:8]([CH:22]([CH3:24])[CH3:23])[C@@H:9]2[CH2:14][CH2:13][CH2:12][N:11]([C:15]([O:17][C:18]([CH3:21])([CH3:20])[CH3:19])=[O:16])[CH2:10]2)=[O:7])=[C:4]([CH3:30])[CH:3]=1.C(=O)([O-])[O-].[K+].[K+].[Br-].[Mg+2].[Br-].[S-2:40].[Li+].[Li+].Br[C:44]([CH3:57])([CH3:56])[C:45]([O:47][CH2:48][CH2:49][CH2:50][CH2:51][CH2:52][CH2:53][CH2:54][CH3:55])=[O:46]>CS(C)=O>[CH3:56][C:44]([S:40][C:2]1[C:26]([N+:27]([O-:29])=[O:28])=[CH:25][C:5]([C:6]([N:8]([CH:22]([CH3:24])[CH3:23])[C@@H:9]2[CH2:14][CH2:13][CH2:12][N:11]([C:15]([O:17][C:18]([CH3:21])([CH3:20])[CH3:19])=[O:16])[CH2:10]2)=[O:7])=[C:4]([CH3:30])[CH:3]=1)([CH3:57])[C:45]([O:47][CH2:48][CH2:49][CH2:50][CH2:51][CH2:52][CH2:53][CH2:54][CH3:55])=[O:46] |f:1.2.3,4.5.6,7.8.9|. Procedure: To a solution of tert-butyl (3R)-3-[(4-chloro-2-methyl-5-nitrobenzoyl)(isopropyl)amino]-piperidine-1-carboxylate (5 g) in dimethylsulfoxide (55 ml) were added potassium carbonate (4.7 g), magnesium bromide.diethyl etherate (3.5 g), lithium sulfide (0.78 g), and the mixture was stirred at room temperature. Two hours later, to the reaction solution was added octyl 2-bromoisobutyrate (4.7 g), and the mixture was stirred at 60° C. for one hour. The reaction mixture was cooled to room temperature, an...